This data is from the Open Reaction Database (ORD), a public repository of structured organic reaction records. The task is: describe an organic reaction: reactants, conditions, products, and yield Reactants: FC1=CC=C(CN2C(=NC3=C2C=CC=C3)Cl)C=C1 (1-(4-fluorobenzyl)-2-chloro-1H-benzimidazole), NC1CCN(CC1)C(=O)OCC (ethyl 4-aminopiperidine-1-carboxylate), ClCCl (dichloromethane). Run in C(C)(=O)OCC.ClCCl (ethyl acetate dichloromethane). Run at time 4 hour. Product: FC1=CC=C(CN2C(=NC3=C2C=CC=C3)NC3CCN(CC3)C(=O)OCC)C=C1 ((1-(4-fluorobenzyl)-1H-benzimidazol-2-yl)-(1-ethoxycarbonyl-piperidin-4-yl)amine). Reaction SMILES: [F:1][C:2]1[CH:18]=[CH:17][C:5]([CH2:6][N:7]2[C:11]3[CH:12]=[CH:13][CH:14]=[CH:15][C:10]=3[N:9]=[C:8]2Cl)=[CH:4][CH:3]=1.[NH2:19][CH:20]1[CH2:25][CH2:24][N:23]([C:26]([O:28][CH2:29][CH3:30])=[O:27])[CH2:22][CH2:21]1.ClCCl>C(OCC)(=O)C.ClCCl>[F:1][C:2]1[CH:18]=[CH:17][C:5]([CH2:6][N:7]2[C:11]3[CH:12]=[CH:13][CH:14]=[CH:15][C:10]=3[N:9]=[C:8]2[NH:19][CH:20]2[CH2:21][CH2:22][N:23]([C:26]([O:28][CH2:29][CH3:30])=[O:27])[CH2:24][CH2:25]2)=[CH:4][CH:3]=1 |f:3.4|. Procedure: Combine 1-(4-fluorobenzyl)-2-chloro-1H-benzimidazole (22.1 g, 84 mmol) and ethyl 4-aminopiperidine-1-carboxylate (27.7 g, 161 mmol) and heat to 170° C. After 4 hours, partition the reaction mixture between aqueous 2.5 M sodium hydroxide solution and chloroform. Separate the layers and extract the aqueous layer twice with chloroform. Combine the organic layers, dry over Na2SO4, filter, and evaporate in vacuo to give a residue. Chromatograph the residue on a short column of silica gel eluting sequ... Reactants: CCOC(=O)C(C)(C)Oc1ccc2c(c1)C(N(C(=O)CC)c1ccc(Cl)cc1)CC(C)N2C(=O)c1ccc(F)cc1, CCC(=O)N(c1ccc(Cl)cc1)C1CC(C)N(C(=O)c2ccc(F)cc2)c2ccc(OCC(=O)O)cc21. The product is CCC(=O)N(c1ccc(Cl)cc1)C1CC(C)N(C(=O)c2ccc(F)cc2)c2ccc(OC(C)(C)C(=O)O)cc21. RXN SMILES: [CH2:1]([CH3:2])[O:3][C:4]([C:5]([CH3:6])([CH3:7])[O:8][c:9]1[cH:10][c:11]2[c:16]([cH:17][cH:18]1)[N:15]([C:19]([c:20]1[cH:21][cH:22][c:23]([F:26])[cH:24][cH:25]1)=[O:27])[CH:14]([CH3:28])[CH2:13][CH:12]2[N:29]([C:30]([CH2:31][CH3:32])=[O:33])[c:34]1[cH:35][cH:36][c:37]([Cl:40])[cH:38][cH:39]1)=[O:41].[Cl:42][c:43]1[cH:44][cH:45][c:46]([N:47]([C:48](=[O:49])[CH2:50][CH3:51])[CH:52]2[c:53]3[c:54]([cH:55][cH:56][c:57]([O:58][CH2:59][C:60]([OH:61])=[O:62])[cH:63]3)[N:64]([C:65](=[O:66])[c:67]3[cH:68][cH:69][c:70]([F:71])[cH:72][cH:73]3)[CH:74]([CH3:75])[CH2:76]2)[cH:77][cH:78]1>>[O:3]=[C:4]([C:5]([CH3:6])([CH3:7])[O:8][c:9]1[cH:10][c:11]2[c:16]([cH:17][cH:18]1)[N:15]([C:19]([c:20]1[cH:21][cH:22][c:23]([F:26])[cH:24][cH:25]1)=[O:27])[CH:14]([CH3:28])[CH2:13][CH:12]2[N:29]([C:30]([CH2:31][CH3:32])=[O:33])[c:34]1[cH:35][cH:36][c:37]([Cl:40])[cH:38][cH:39]1)[OH:41]. Reactants: C(C)OC1=C(C=C(C=N1)S(=O)(=O)N1CCN(CC1)CC)C1NC(C=2C(N1)=C(N(N2)CC2=NC=CC=C2)CC)=O (4-{6-Ethoxy-5-[3-ethyl-4,5,6,7-tetrahydro-7-oxo-2-(2-pyridylmethyl)-2H-pyrazolo[4,3-d]pyrimidin-5-yl]-3-pyridinylsulfonyl}-1-ethylpiperazine), FC(C(=O)O)(F)F (trifluoroacetic acid). The reagents and catalysts are [Pd] (Pd/C). The solvent is C1(=CC=CC=C1)C (toluene). Reaction conditions: temperature 200 celsius. Product: C(C)OC1=C(C=C(C=N1)S(=O)(=O)N1CCN(CC1)CC)C=1NC(C=2C(N1)=C(N(N2)CC2=NC=CC=C2)CC)=O (4-{6-Ethoxy-5-[3-ethyl-6,7-dihydro-7-oxo-2-(2-pyridylmethyl)-2H-pyrazolo[4.3-d]pyrimidin-5-yl]-3-pyridinylsulfonyl}-1-ethylpiperazine). Isolated yield 84.4%. Reaction SMILES: [CH2:1]([O:3][C:4]1[N:9]=[CH:8][C:7]([S:10]([N:13]2[CH2:18][CH2:17][N:16]([CH2:19][CH3:20])[CH2:15][CH2:14]2)(=[O:12])=[O:11])=[CH:6][C:5]=1[CH:21]1[NH:26][C:25]2=[C:27]([CH2:37][CH3:38])[N:28]([CH2:30][C:31]3[CH:36]=[CH:35][CH:34]=[CH:33][N:32]=3)[N:29]=[C:24]2[C:23](=[O:39])[NH:22]1)[CH3:2].FC(F)(F)C(O)=O>C1(C)C=CC=CC=1.[Pd]>[CH2:1]([O:3][C:4]1[N:9]=[CH:8][C:7]([S:10]([N:13]2[CH2:18][CH2:17][N:16]([CH2:19][CH3:20])[CH2:15][CH2:14]2)(=[O:11])=[O:12])=[CH:6][C:5]=1[C:21]1[NH:22][C:23](=[O:39])[C:24]2[C:25](=[C:27]([CH2:37][CH3:38])[N:28]([CH2:30][C:31]3[CH:36]=[CH:35][CH:34]=[CH:33][N:32]=3)[N:29]=2)[N:26]=1)[CH3:2]. Procedure: To a solution of 4-{6-ethoxy-5-[3-ethyl-4,5,6,7-tetrahydro-7-oxo-2-(2-pyridylmethyl)-2H-pyrazolo[4,3-d]pyrimidin-5-yl]-3-pyridinylsulfonyl}-1-ethylpiperazine (50 mg, 0.09 mmol, from step (b) above) in toluene (1 mL), was added 10% Pd/C (25 mg, 50% w/w) and trifluoroacetic acid (14 μL). The mixture was heated to 200° C. under nitrogen at 34.5 kPa (5 psi) for 6 hours. The resulting mixture was filtered and concentrated in vacuo to a pale yellow oil. This was dissolved in DCM (5 mL) and washed with... Starting materials: [Br-], [Li]CCCC, CC(c1ccc2c(c1)C(C)(C)CCS2)[P+](c1ccccc1)(c1ccccc1)c1ccccc1, CN(C)CCOc1ccc(C=O)cc1, C1CCOC1. Product: CC(=Cc1ccc(OCCN(C)C)cc1)c1ccc2c(c1)C(C)(C)CCS2. Reaction SMILES: [Br-:1].[CH2:35]([Li:36])[CH2:37][CH2:38][CH3:39].[CH3:2][C:3]1([CH3:34])[CH2:4][CH2:5][S:6][c:7]2[cH:8][cH:9][c:10]([CH:13]([CH3:14])[P+:15]([c:16]3[cH:17][cH:18][cH:19][cH:20][cH:21]3)([c:22]3[cH:23][cH:24][cH:25][cH:26][cH:27]3)[c:28]3[cH:29][cH:30][cH:31][cH:32][cH:33]3)[cH:11][c:12]21.[CH3:40][N:41]([CH2:42][CH2:43][O:44][c:45]1[cH:46][cH:47][c:48]([CH:49]=[O:50])[cH:51][cH:52]1)[CH3:53].[O:54]1[CH2:55][CH2:56][CH2:57][CH2:58]1>>[CH3:2][C:3]1([CH3:34])[CH2:4][CH2:5][S:6][c:7]2[cH:8][cH:9][c:10]([C:13]([CH3:14])=[CH:49][c:48]3[cH:47][cH:46][c:45]([O:44][CH2:43][CH2:42][N:41]([CH3:40])[CH3:53])[cH:52][cH:51]3)[cH:11][c:12]21. Starting materials: F[C@@H]1CN(CC[C@@H]1OC=1C=CC=C2C=CC(=NC12)C1=NN=C2N1C=C(C=C2)F)C(=O)OC(C)(C)C ((cis)-tert-butyl 3-fluoro-4-(2-(6-fluoro-[1,2,4]triazolo[4,3-a]pyridin-3-yl)quinolin-8-yloxy)piperidine-1-carboxylate), C(=O)(C(F)(F)F)O (TFA). RXN SMILES: [F:1][C@H:2]1[C@@H:7]([O:8][C:9]2[CH:10]=[CH:11][CH:12]=[C:13]3[C:18]=2[N:17]=[C:16]([C:19]2[N:23]4[CH:24]=[C:25]([F:28])[CH:26]=[CH:27][C:22]4=[N:21][N:20]=2)[CH:15]=[CH:14]3)[CH2:6][CH2:5][N:4](C(OC(C)(C)C)=O)[CH2:3]1.C(O)(C(F)(F)F)=O>C(Cl)Cl>[F:28][C:25]1[CH:26]=[CH:27][C:22]2[N:23]([C:19]([C:16]3[CH:15]=[CH:14][C:13]4[C:18](=[C:9]([O:8][C@H:7]5[CH2:6][CH2:5][NH:4][CH2:3][C@H:2]5[F:1])[CH:10]=[CH:11][CH:12]=4)[N:17]=3)=[N:20][N:21]=2)[CH:24]=1. Procedure: (cis)-tert-butyl 3-fluoro-4-(2-(6-fluoro-[1,2,4]triazolo[4,3-a]pyridin-3-yl)quinolin-8-yloxy)piperidine-1-carboxylate (33 mg, 0.069 mmol) was dissolved in 2 mL DCM at ambient temperature. TFA (2 mL) was added and the mixture stirred at ambient temperature 1 hour. The reaction was evaporated under reduced pressure, and purified by preparative TLC eluting with 1:10 mixture of (0.5% NH4OH in MeOH):DCM to give the product (4.5 mg, 17% yield). MS APCI (+) m/z 382.1 (M+1) detected. The yield is 17.1%. Run in C(Cl)Cl (DCM), C(Cl)Cl (DCM). Yields the product FC=1C=CC=2N(C1)C(=NN2)C2=NC1=C(C=CC=C1C=C2)O[C@@H]2[C@@H](CNCC2)F (2-(6-fluoro-[1,2,4]triazolo[4,3-a]pyridin-3-yl)-8-((cis)-3-fluoropiperidin-4-yloxy)quinoline). Conditions: time 1 hour. Starting materials: CCOC(C)=O, CCOCC, COC(=O)c1ccc(C=O)cc1, C1CCOC1, O=CC=P(c1ccccc1)(c1ccccc1)c1ccccc1. The product is COC(=O)c1ccc(C=CC=O)cc1. RXN SMILES: [CH3:35][CH2:36][O:37][C:38]([CH3:39])=[O:40].[CH3:46][CH2:47][O:48][CH2:49][CH3:50].[CH:23](=[O:24])[c:25]1[cH:26][cH:27][c:28]([C:29](=[O:30])[O:31][CH3:32])[cH:33][cH:34]1.[O:41]1[CH2:42][CH2:43][CH2:44][CH2:45]1.[c:1]1([P:2]([c:3]2[cH:4][cH:5][cH:6][cH:7][cH:8]2)([c:9]2[cH:10][cH:11][cH:12][cH:13][cH:14]2)=[CH:20][CH:21]=[O:22])[cH:15][cH:16][cH:17][cH:18][cH:19]1>>[CH:20]([CH:21]=[O:22])=[CH:23][c:25]1[cH:26][cH:27][c:28]([C:29](=[O:30])[O:31][CH3:32])[cH:33][cH:34]1. Reactants: CCO, CCC(=O)CN(C(=O)Cc1cccc(F)c1)c1ccc(Cl)c(C(F)(F)F)c1, [Na+], [OH-], O. Yields the product CCC1=C(c2cccc(F)c2)C(=O)N(c2ccc(Cl)c(C(F)(F)F)c2)C1. Reaction SMILES: [CH3:31][CH2:32][OH:33].[Cl:1][c:2]1[c:3]([C:24]([F:25])([F:26])[F:27])[cH:4][c:5]([N:8]([C:9]([CH2:10][c:11]2[cH:12][c:13]([F:17])[cH:14][cH:15][cH:16]2)=[O:18])[CH2:19][C:20]([CH2:21][CH3:22])=[O:23])[cH:6][cH:7]1.[Na+:29].[OH-:28].[OH2:30]>>[Cl:1][c:2]1[c:3]([C:24]([F:25])([F:26])[F:27])[cH:4][c:5]([N:8]2[C:9](=[O:18])[C:10]([c:11]3[cH:12][c:13]([F:17])[cH:14][cH:15][cH:16]3)=[C:20]([CH2:21][CH3:22])[CH2:19]2)[cH:6][cH:7]1.